From a dataset of the Open Reaction Database (ORD), a public repository of structured organic reaction records. describe an organic reaction: reactants, conditions, products, and yield Starting materials: resultant solution, C1(=CC=CC=C1)N=C=S (Phenylisothiocyanate), NC1=C(C=CC=C1)SCC1=NOC=N1 (3-(2-aminophenylthiomethyl)-1,2,4-oxadiazole), C1=CC=CC=C1 (benzene), C1=CC=CC=C1 (benzene). Yields the product O1N=C(N=C1)CSC1=C(C=CC=C1)N(C(=S)N)C1=CC=CC=C1 (N-[2-(1,2,4-oxadiazol-3-yl-methylthio)phenyl]-N1 -phenylthiourea). RXN SMILES: C1([N:7]=[C:8]=[S:9])C=CC=CC=1.[NH2:10][C:11]1[CH:16]=[CH:15][CH:14]=[CH:13][C:12]=1[S:17][CH2:18][C:19]1[N:23]=[CH:22][O:21][N:20]=1.[CH:24]1[CH:29]=[CH:28][CH:27]=[CH:26][CH:25]=1>>[O:21]1[CH:22]=[N:23][C:19]([CH2:18][S:17][C:12]2[CH:13]=[CH:14][CH:15]=[CH:16][C:11]=2[N:10]([C:24]2[CH:29]=[CH:28][CH:27]=[CH:26][CH:25]=2)[C:8]([NH2:7])=[S:9])=[N:20]1. Reported procedure: Phenylisothiocyanate (1.31 g) in benzene (10 ml) was added dropwise to a stirred solution of 3-(2-aminophenylthiomethyl)-1,2,4-oxadiazole (20 g) in benzene (10 ml). The resultant solution was refluxed for 3 hours, the solvent removed by evaporation under reduced pressure to give a solid which was re-crystallised from isopropanol to give N-[2-(1,2,4-oxadiazol-3-yl-methylthio)phenyl]-N1 -phenylthiourea, m.p. 128°. Reaction conditions: temperature 180 celsius, time 30 minute. The product is C(C1=CC=CC=C1)N1C(C2=NC=CC=C2C1=O)=O (6-Benzyl-5,7-dihydro-5,7-dioxopyrrolo[3.4-b]pyridine). Reaction SMILES: [CH2:1]([NH2:8])[C:2]1[CH:7]=[CH:6][CH:5]=[CH:4][CH:3]=1.C(O[C:13](=[O:15])[CH3:14])(=O)C.[CH2:16]([OH:18])[CH3:17]>>[CH2:1]([N:8]1[C:13](=[O:15])[C:14]2[C:17](=[N:8][CH:1]=[CH:2][CH:3]=2)[C:16]1=[O:18])[C:2]1[CH:7]=[CH:6][CH:5]=[CH:4][CH:3]=1. Procedure: To 100 g of 2,3-pyridinedicarboxylic acid was added dropwise 170 ml of acetic anhydride at room temperature, and the mixture was heated up to 110° C., and stirred for 4 hours. After completion of the reaction, the solvent was removed under reduced pressure. To a residue was added 200 ml of diethyI ether, and a precipitated crystal was collected by filtration and washed with diethyl ether (100 ml×4) to yield 86 g of an acid anhydride compound. To the product was added dropwise 76 ml of benzylamin... Reactants: C(C1=CC=CC=C1)N (benzylamine), C(C)(=O)OC(C)=O (acetic anhydride), C(C)O (ethanol). Starting materials: CCOC(C)=N, Cl, Cl, [Cu], NCCCCC(N)C(=O)O. Product: Cl, CC(=N)NCCCCC(N)C(=O)O. Reaction SMILES: [C:13]([CH3:14])([O:15][CH2:16][CH3:17])=[NH:18].[ClH:12].[ClH:1].[Cu:19].[NH2:2][CH2:3][CH2:4][CH2:5][CH2:6][CH:7]([NH2:8])[C:9]([OH:10])=[O:11]>>[ClH:1].[NH:2]([CH2:3][CH2:4][CH2:5][CH2:6][CH:7]([NH2:8])[C:9]([OH:10])=[O:11])[C:13]([CH3:14])=[NH:18]. Reactants: CC1=CSC=2N=C(NC(C21)=O)C(=O)OCC (ethyl 5-methyl-4-oxo-3,4-dihydrothieno[2,3-d]pyrimidine-2-carboxylate), 4,054,656, BrN1C(CCC1=O)=O (N-bromosuccinimide), N(=NC(C#N)(C)C)C(C#N)(C)C (2,2′-azo-bis-isobutyronitrile). Solvent: C(Cl)(Cl)(Cl)Cl (carbon tetrachloride). The product is BrCC1=CSC=2N=C(NC(C21)=O)C(=O)OCC (ethyl 5-(bromomethyl)-4-oxo-3,4-dihydrothieno[2,3-d]pyrimidine-2-carboxylate). Yield: 50.0%. RXN SMILES: [CH3:1][C:2]1[C:10]2[C:9](=[O:11])[NH:8][C:7]([C:12]([O:14][CH2:15][CH3:16])=[O:13])=[N:6][C:5]=2[S:4][CH:3]=1.[Br:17]N1C(=O)CCC1=O.N(C(C)(C)C#N)=NC(C)(C)C#N>C(Cl)(Cl)(Cl)Cl>[Br:17][CH2:1][C:2]1[C:10]2[C:9](=[O:11])[NH:8][C:7]([C:12]([O:14][CH2:15][CH3:16])=[O:13])=[N:6][C:5]=2[S:4][CH:3]=1. Procedure details: A mixture of ethyl 5-methyl-4-oxo-3,4-dihydrothieno[2,3-d]pyrimidine-2-carboxylate obtained according to the method described in U.S. Pat. No. 4,054,656 (1.00 g, 4.20 mmol), N-bromosuccinimide (784 mg, 4.41 mmol), 2,2′-azo-bis-isobutyronitrile (68.9 mg, 0.420 mmol) and carbon tetrachloride (30 mL) was heated under reflux for 3 hr. The solvent was evaporated under reduced pressure, and the obtained residue was extracted with ethyl acetate. The organic layer was washed with water (×3) and saturate... The reactants are [Al+3], CCOCC, COc1cc(CC(=O)O)cc2c1OCO2, [H-], [H-], [H-], [H-], [Li+], [Na+], C1CCOC1, [OH-], O. Product: COc1cc(CCO)cc2c1OCO2. Reaction SMILES: [Al+3:17].[CH2:24]([O:25][CH2:26][CH3:27])[CH3:28].[CH3:1][O:2][c:3]1[cH:4][c:5]([CH2:12][C:13](=[O:14])[OH:15])[cH:6][c:7]2[c:8]1[O:9][CH2:10][O:11]2.[H-:16].[H-:19].[H-:20].[H-:21].[Li+:18].[Na+:23].[O:30]1[CH2:31][CH2:32][CH2:33][CH2:34]1.[OH-:22].[OH2:29]>>[CH3:1][O:2][c:3]1[cH:4][c:5]([CH2:12][CH2:13][OH:14])[cH:6][c:7]2[c:8]1[O:9][CH2:10][O:11]2. Product: N1C(CNCC1)CC1=NNC(C=2CCCCC12)=O (4-(piperazin-2-ylmethyl)-5,6,7,8-tetrahydrophthalazin-1(2H)-one), FC(C(=O)O)(F)F (trifluoroacetic acid). RXN SMILES: [O:1]=[C:2]1[C:11]2[CH2:10][CH2:9][CH2:8][CH2:7][C:6]=2[C:5]([CH2:12][CH:13]2[CH2:18][N:17](C(OCC3C=CC=CC=3)=O)[CH2:16][CH2:15][N:14]2C(OC(C)(C)C)=O)=[N:4][NH:3]1.[F:36][C:37]([F:42])([F:41])[C:38]([OH:40])=[O:39]>>[NH:14]1[CH2:15][CH2:16][NH:17][CH2:18][CH:13]1[CH2:12][C:5]1[C:6]2[CH2:7][CH2:8][CH2:9][CH2:10][C:11]=2[C:2](=[O:1])[NH:3][N:4]=1.[F:36][C:37]([F:42])([F:41])[C:38]([OH:40])=[O:39]. Starting materials: O=C1NN=C(C=2CCCCC12)CC1N(CCN(C1)C(=O)OCC1=CC=CC=C1)C(=O)OC(C)(C)C (4-benzyl 1-tert-butyl 2-((4-oxo-3,4,5,6,7,8-hexahydrophthalazin-1-yl)methyl)piperazine-1,4-dicarboxylate), FC(C(=O)O)(F)F (trifluoroacetic acid). Procedure: A solution of EXAMPLE 258 (35 mg, 0.1 mmol) in trifluoroacetic acid (5 ml) was stirred at room temperature for 1 hour, and was concentrated. The residue was purified by HPLC (Zorbax® C-18 ODS packing material [Agilent Technologies, Santa Clara, Calif.], 0.1% trifluoroacetic acid/CH3CN/H2O) to provide the title compound as a trifluoroacetic acid salt. MS (DCI/NH3) m/z 249 (M+H)+. The reactants are ClC=1N=NC(=CC1C)Cl (3,6-Dichloro-4-methylpyridazine), [C@@H]12N(C[C@@H](NC1)C2)C(=O)OC(C)(C)C (tert-butyl (1S,4S)-2,5-diazabicyclo[2.2.1]heptane-2-carboxylate). Yields the product ClC1=C(C=C(N=N1)N1[C@@H]2CN([C@H](C1)C2)C(=O)OC(C)(C)C)C (tert-butyl (1S,4S)-5-(6-chloro-5-methyl-3-pyridazinyl)-2,5-diazabicyclo[2.2.1]heptane-2-carboxylate). Isolated yield 56.0%. As a reaction SMILES: [Cl:1][C:2]1[N:3]=[N:4][C:5](Cl)=[CH:6][C:7]=1[CH3:8].[C@H:10]12[CH2:16][C@H:13]([NH:14][CH2:15]1)[CH2:12][N:11]2[C:17]([O:19][C:20]([CH3:23])([CH3:22])[CH3:21])=[O:18]>>[Cl:1][C:2]1[N:3]=[N:4][C:5]([N:14]2[CH2:15][C@@H:10]3[CH2:16][C@H:13]2[CH2:12][N:11]3[C:17]([O:19][C:20]([CH3:23])([CH3:22])[CH3:21])=[O:18])=[CH:6][C:7]=1[CH3:8]. Procedure: 3,6-Dichloro-4-methylpyridazine (Aldrich Chemical Company) and tert-butyl (1S,4S)-2,5-diazabicyclo[2.2.1]heptane-2-carboxylate, prepared as described in (J. Med. Chem., (1988) 31, 1598-1611), were processed as described in Example 2A to provide the title compound (56% yield). 1H NMR (CDCl3, 300 MHz) δ 1.41 (s, 4.5H), 1.43 (s, 4.5H), 1.90-2.09 (m, 2H), 2.31(s, 3H), 3.35-3.45 (m, 3H), 3.53-3.60(m, 1H), 4.56(s, 0.5H), 4.69(s, 0.5H), 4.90(s, 0.5H), 5.08(s, 0.5H), 6.48(s, 1H); MS (DCI/NH3) m/z 325 (M... Reactants: ClCC=1C=NC=NC1 (5-chloromethyl-pyrimidine), C(C)N (ethylamine). Run in C1CCOC1 (THF). Yields the product C(C)NCC=1C=NC=NC1 (ethyl-pyrimidin-5-ylmethyl-amine). Reaction SMILES: Cl[CH2:2][C:3]1[CH:4]=[N:5][CH:6]=[N:7][CH:8]=1.[CH2:9]([NH2:11])[CH3:10]>C1COCC1>[CH2:9]([NH:11][CH2:2][C:3]1[CH:4]=[N:5][CH:6]=[N:7][CH:8]=1)[CH3:10]. Procedure: prepared by reaction of the 5-chloromethyl-pyrimidine (Russell M. G. N et al J. Med. Chem. 2005, 48, 5, 1367-1383) with 2M ethylamine in THF.